From a dataset of the Open Reaction Database (ORD), a public repository of structured organic reaction records. describe an organic reaction: reactants, conditions, products, and yield Starting materials: C(=S)=S (carbon disulfide), CI (Methyl iodide), [H-].[Na+] (Sodium hydride), C(C)(C)(C)C1=CC=C(C=C1)\C(=C/[C@H]1CCC(N1CC1=C(C=C(C=C1)OC)OC)=O)\C1=NC(=C(C=C1)C(C)O)OC ((5R)-5-{(E)-2-(4-tert-butylphenyl)-2-[5-(1-hydroxyethyl)-6-methoxypyridin-2-yl]ethenyl}-1-(2,4-dimethoxybenzyl)pyrrolidin-2-one). The solvent is O1CCCC1 (tetrahydrofuran), O (Water). Run at time 15 minute. The product is C(OC(C)C=1C(=NC(=CC1)\C(=C\[C@@H]1N(C(CC1)=O)CC1=C(C=C(C=C1)OC)OC)\C1=CC=C(C=C1)C(C)(C)C)OC)(=S)SC (O-[1-(6-{(E)-1-(4-tert-butylphenyl)-2-[(2R)-1-(2,4-dimethoxybenzyl)-5-oxopyrrolidin-2-yl]ethenyl}-2-methoxypyridin-3-yl)ethyl] S-methyl carbonodithioate). As a reaction SMILES: [H-].[Na+].[C:3]([C:7]1[CH:12]=[CH:11][C:10](/[C:13](/[C:32]2[CH:37]=[CH:36][C:35]([CH:38]([OH:40])[CH3:39])=[C:34]([O:41][CH3:42])[N:33]=2)=[CH:14]\[C@@H:15]2[N:19]([CH2:20][C:21]3[CH:26]=[CH:25][C:24]([O:27][CH3:28])=[CH:23][C:22]=3[O:29][CH3:30])[C:18](=[O:31])[CH2:17][CH2:16]2)=[CH:9][CH:8]=1)([CH3:6])([CH3:5])[CH3:4].[C:43](=[S:45])=[S:44].[CH3:46]I>O1CCCC1.O>[C:43]([S:45][CH3:46])(=[S:44])[O:40][CH:38]([C:35]1[C:34]([O:41][CH3:42])=[N:33][C:32](/[C:13](/[C:10]2[CH:11]=[CH:12][C:7]([C:3]([CH3:4])([CH3:5])[CH3:6])=[CH:8][CH:9]=2)=[CH:14]/[C@H:15]2[CH2:16][CH2:17][C:18](=[O:31])[N:19]2[CH2:20][C:21]2[CH:26]=[CH:25][C:24]([O:27][CH3:28])=[CH:23][C:22]=2[O:29][CH3:30])=[CH:37][CH:36]=1)[CH3:39] |f:0.1|. Reported procedure: Sodium hydride (22 mg, 60% in oil) was added to a solution of (5R)-5-{(E)-2-(4-tert-butylphenyl)-2-[5-(1-hydroxyethyl)-6-methoxypyridin-2-yl]ethenyl}-1-(2,4-dimethoxybenzyl)pyrrolidin-2-one (100 mg) in tetrahydrofuran (2 mL) under ice-cooling, and the mixture was stirred at the same temperature for 15 minutes. The reaction solution was warmed to room temperature and carbon disulfide (66.7 μL) was added, followed by stirring for 30 minutes. Methyl iodide (68.5 μL) was added and the mixture was st... The reactants are N(=[N+]=[N-])C[C@@H](CCCC)NC(=O)C1=C(N=C2N1C=CC=C2OCC2=C(C=CC=C2F)F)C (N-[(2R)-1-azidohexan-2-yl]-8-[(2,6-difluorobenzyl)oxy]-2-methylimidazo[1,2-a]-pyridine-3-carboxamide), C1(=CC=CC=C1)P(C1=CC=CC=C1)C1=CC=CC=C1 (triphenylphosphine). Solvent: C1CCOC1.O (THF water). Run at time 8 hour. Product: NC[C@@H](CCCC)NC(=O)C1=C(N=C2N1C=CC=C2OCC2=C(C=CC=C2F)F)C (N-[(2R)-1-Aminohexan-2-yl]-8-[(2,6-difluorobenzyl)oxy]-2-methylimidazo[1,2-a]pyridine-3-carboxamide). RXN SMILES: [N:1]([CH2:4][C@H:5]([NH:10][C:11]([C:13]1[N:17]2[CH:18]=[CH:19][CH:20]=[C:21]([O:22][CH2:23][C:24]3[C:29]([F:30])=[CH:28][CH:27]=[CH:26][C:25]=3[F:31])[C:16]2=[N:15][C:14]=1[CH3:32])=[O:12])[CH2:6][CH2:7][CH2:8][CH3:9])=[N+]=[N-].C1(P(C2C=CC=CC=2)C2C=CC=CC=2)C=CC=CC=1>C1COCC1.O>[NH2:1][CH2:4][C@H:5]([NH:10][C:11]([C:13]1[N:17]2[CH:18]=[CH:19][CH:20]=[C:21]([O:22][CH2:23][C:24]3[C:25]([F:31])=[CH:26][CH:27]=[CH:28][C:29]=3[F:30])[C:16]2=[N:15][C:14]=1[CH3:32])=[O:12])[CH2:6][CH2:7][CH2:8][CH3:9] |f:2.3|. Reported procedure: 42 mg of N-[(2R)-1-azidohexan-2-yl]-8-[(2,6-difluorobenzyl)oxy]-2-methylimidazo[1,2-a]-pyridine-3-carboxamide (Example 44A, 0.095 mmol) were initially charged in 0.78 ml of THF/water (10:1.5), 28.3 mg of triphenylphosphine (0.108 mmol) were added and the mixture was stirred at RT overnight. The reaction mixture was concentrated and the residue was purified by preparative thick-layer chromatography (mobile phase ethyl acetate:dichloromethane:diethylamine=2:1:0.1). The combined product fractions w... Starting materials: Mercuric acetate, C(CC)NC(=S)C1=CC=2N(C3=CC=CC=C3SC2C=C1)C(CN1CCCC1)C (N-propyl-10-[(2RS)-1-(1-pyrrolidinyl)-2-propyl]-2-phenothiazinecarbothioamide), C(C)(=O)O (acetic acid). Solvent: O (water), C(C)(=O)OCC (ethyl acetate). Run at time 30 minute. The product is C(CC)NC(=O)C1=CC=2N(C3=CC=CC=C3SC2C=C1)C(CN1CCCC1)C (N-Propyl-10-[(2RS)-1-(1-pyrrolidinyl)-2-propyl]-2-phenothiazinecarboxamide). As a reaction SMILES: [CH2:1]([NH:4][C:5]([C:7]1[CH:20]=[CH:19][C:18]2[S:17][C:16]3[C:11](=[CH:12][CH:13]=[CH:14][CH:15]=3)[N:10]([CH:21]([CH3:28])[CH2:22][N:23]3[CH2:27][CH2:26][CH2:25][CH2:24]3)[C:9]=2[CH:8]=1)=S)[CH2:2][CH3:3].C(O)(=[O:31])C>O.C(OCC)(=O)C>[CH2:1]([NH:4][C:5]([C:7]1[CH:20]=[CH:19][C:18]2[S:17][C:16]3[C:11](=[CH:12][CH:13]=[CH:14][CH:15]=3)[N:10]([CH:21]([CH3:28])[CH2:22][N:23]3[CH2:27][CH2:26][CH2:25][CH2:24]3)[C:9]=2[CH:8]=1)=[O:31])[CH2:2][CH3:3]. Procedure: Mercuric acetate (0.38 g) is added with stirring to a solution of N-propyl-10-[(2RS)-1-(1-pyrrolidinyl)-2-propyl]-2-phenothiazinecarbothioamide neutral fumarate (0.6 g) in acetic acid (10 cc), and stirring is continued for 4 hours 30 minutes at a temperature in the region of 20° C. The black reaction mixture is diluted with distilled water (25 cc) and ethyl acetate (50 cc), and then filtered and alkalinized with stirring with 4 N aqueous sodium hydroxide solution to pH 13. After settling ha take... Starting materials: COC(C)[Si](C)(C)C, ClCCl, Cc1ccc(F)cc1C1N(CC(=O)OC(C)(C)C)C(=O)CC(c2cccc(Cl)c2)C12C(=O)Nc1cc(Cl)ccc12, O=C(O)C(F)(F)F. Product: Cc1ccc(F)cc1C1N(CC(=O)O)C(=O)CC(c2cccc(Cl)c2)C12C(=O)Nc1cc(Cl)ccc12. RXN SMILES: [CH3:1][O:2][CH:3]([Si:4]([CH3:5])([CH3:6])[CH3:7])[CH3:8].[Cl:56][CH2:57][Cl:58].[Cl:9][c:10]1[cH:11][cH:12][c:13]2[c:17]([cH:18]1)[NH:16][C:15](=[O:19])[C:14]21[CH:20]([c:41]2[c:42]([CH3:48])[cH:43][cH:44][c:45]([F:47])[cH:46]2)[N:21]([CH2:33][C:34](=[O:35])[O:36][C:37]([CH3:38])([CH3:39])[CH3:40])[C:22](=[O:32])[CH2:23][CH:24]1[c:25]1[cH:26][c:27]([Cl:31])[cH:28][cH:29][cH:30]1.[OH:49][C:50]([C:51]([F:52])([F:53])[F:54])=[O:55]>>[Cl:9][c:10]1[cH:11][cH:12][c:13]2[c:17]([cH:18]1)[NH:16][C:15](=[O:19])[C:14]21[CH:20]([c:41]2[c:42]([CH3:48])[cH:43][cH:44][c:45]([F:47])[cH:46]2)[N:21]([CH2:33][C:34](=[O:35])[OH:36])[C:22](=[O:32])[CH2:23][CH:24]1[c:25]1[cH:26][c:27]([Cl:31])[cH:28][cH:29][cH:30]1. Reported procedure: A solution of 79 g (0.25 mol) of ethyl (RS)-α-[(tert-butylsulfonyl)methyl]hydrocinnamate in 105 ml of dimethyl sulfoxide was added dropwise while stirring vigorously to 6.2 l of water at 30° C. The pH value was adjusted to 7.5 with 0.1N sodium hydroxide solution. The hydrolysis was started by the addition of 1.05 g of α-chymotrypsin. The pH value was held constant at 7.5 using automatic titration by dosing-in 0.043N calcium hydroxide solution of 30° C. After a consumption of 2.67 l of 0.043N cal... Product: C(C)(C)(C)S(=O)(=O)C[C@H](C(=O)O)CC1=CC=CC=C1 ((S)-α-[(tert-butylsulfonyl)methyl]hydrocinnamic acid). The solvent is [OH-].[Ca+2].[OH-] (calcium hydroxide), CS(=O)C (dimethyl sulfoxide). The reactants are O (water), C(C)(C)(C)S(=O)(=O)CC(C(=O)OCC)CC1=CC=CC=C1 (ethyl (RS)-α-[(tert-butylsulfonyl)methyl]hydrocinnamate), [OH-].[Na+] (sodium hydroxide). Isolated yield 48.0%. Reaction SMILES: [C:1]([S:5]([CH2:8][CH:9]([CH2:15][C:16]1[CH:21]=[CH:20][CH:19]=[CH:18][CH:17]=1)[C:10]([O:12]CC)=[O:11])(=[O:7])=[O:6])([CH3:4])([CH3:3])[CH3:2].O.[OH-].[Na+]>CS(C)=O.[OH-].[Ca+2].[OH-]>[C:1]([S:5]([CH2:8][C@@H:9]([CH2:15][C:16]1[CH:17]=[CH:18][CH:19]=[CH:20][CH:21]=1)[C:10]([OH:12])=[O:11])(=[O:6])=[O:7])([CH3:4])([CH3:2])[CH3:3] |f:2.3,5.6.7|. Reactants: NCCSCC1=NC=CC=C1Cl (2-[(2-aminoethyl)thiomethyl]-3-chloropyridine), C(#N)C(=C(SC)SC)C#N (1,1-dicyano-2,2-bis-methylthioethylene). Product: C(#N)C(=C(NCCSCC1=NC=CC=C1Cl)SC)C#N (1,1-dicyano-2-methylthio-2-[ 2-((3-chloro-2-pyridyl)methylthio)ethylamino]-ethylene). As a reaction SMILES: [NH2:1][CH2:2][CH2:3][S:4][CH2:5][C:6]1[C:11]([Cl:12])=[CH:10][CH:9]=[CH:8][N:7]=1.[C:13]([C:15]([C:21]#[N:22])=[C:16](SC)[S:17][CH3:18])#[N:14]>>[C:13]([C:15]([C:21]#[N:22])=[C:16]([S:17][CH3:18])[NH:1][CH2:2][CH2:3][S:4][CH2:5][C:6]1[C:11]([Cl:12])=[CH:10][CH:9]=[CH:8][N:7]=1)#[N:14]. Procedure details: Reaction of 2-[(2-aminoethyl)thiomethyl]-3-chloropyridine with 1,1-dicyano-2,2-bis-methylthioethylene by the procedure of Example 1(b)(i) yields 1,1-dicyano-2-methylthio-2-[ 2-((3-chloro-2-pyridyl)methylthio)ethylamino]-ethylene. Starting materials: [OH-].[Na+] (sodium hydroxide), oil, CC(=O)C1=C(C=CC(=C1)F)Br (2-bromo-5-fluoroacetophenone), FC1=C(C=CC(=C1)F)B(O)O (2,4-difluorophenylboronic acid), ClCCl (dichloromethane). Reagents/catalysts: C1=CC=C(C=C1)P([C-]2C=CC=C2)C3=CC=CC=C3.C1=CC=C(C=C1)P([C-]2C=CC=C2)C3=CC=CC=C3.Cl[Pd]Cl.[Fe+2] ([1,1′-bis(diphenylphosphino)ferrocene]dichloropalladium). Run in O1CCCC1 (tetrahydrofuran). Reaction conditions: temperature 60 celsius. Yields the product FC1=C(C=CC(=C1)F)C1=C(C=C(C=C1)F)C(C)=O (1-(2′,4,4′-Trifluoro-1,1′-biphenyl-2-yl)ethanone). RXN SMILES: [CH3:1][C:2]([C:4]1[CH:9]=[C:8]([F:10])[CH:7]=[CH:6][C:5]=1Br)=[O:3].[F:12][C:13]1[CH:18]=[C:17]([F:19])[CH:16]=[CH:15][C:14]=1B(O)O.ClCCl.[OH-].[Na+]>O1CCCC1.C1C=CC(P(C2C=CC=CC=2)[C-]2C=CC=C2)=CC=1.C1C=CC(P(C2C=CC=CC=2)[C-]2C=CC=C2)=CC=1.Cl[Pd]Cl.[Fe+2]>[F:12][C:13]1[CH:18]=[C:17]([F:19])[CH:16]=[CH:15][C:14]=1[C:5]1[CH:6]=[CH:7][C:8]([F:10])=[CH:9][C:4]=1[C:2](=[O:3])[CH3:1] |f:3.4,6.7.8.9|. Reported procedure: A stirred solution of 2-bromo-5-fluoroacetophenone (11.72 g, 54 mmol) and 2,4-difluorophenylboronic acid (8.53 g, 54 mmol) in tetrahydrofuran (600 mL) was treated under nitrogen with [1,1′-bis(diphenylphosphino)ferrocene]dichloropalladium (II) complex with dichloromethane (2.20 g, 2.69 mmol, 5 mole %) and a 5 N sodium hydroxide solution (21.6 mL, 108 mmol). The reaction was heated at 60° C. for twelve hours, cooled to room temperature, and the solvent removed in vacuo. The residue was dissolved ... The reactants are CC[C@@H]1[C@@]([C@@H]([C@H](C(=O)[C@@H](C[C@@]([C@@H]([C@H]([C@@H]([C@H](C(=O)O1)C)O[C@H]2C[C@@]([C@H]([C@@H](O2)C)O)(C)OC)C)O[C@H]3[C@@H]([C@H](C[C@H](O3)C)N(C)C)O)(C)O)C)C)O)(C)O.C(#N)S (erythromycin thiocyanate), ClCCl (dichloromethane), C(C)(=O)OCCCC (Butyl acetate). Run in C(C)(=O)OCC (ethyl acetate). Reaction conditions: temperature 34 celsius. Yields the product CC[C@@H]1[C@@]([C@@H]([C@H](C(=O)[C@@H](C[C@@]([C@@H]([C@H]([C@@H]([C@H](C(=O)O1)C)O[C@H]2C[C@@]([C@H]([C@@H](O2)C)O)(C)OC)C)O[C@H]3[C@@H]([C@H](C[C@H](O3)C)N(C)C)O)(C)O)C)C)O)(C)O (erythromycin A). Yield: 15.0%. RXN SMILES: [CH3:1][CH2:2][C@H:3]1[O:18][C:16](=[O:17])[C@H:15]([CH3:19])[C@@H:14]([O:20][C@@H:21]2[O:26][C@@H:25]([CH3:27])[C@H:24]([OH:28])[C@@:23]([O:30][CH3:31])([CH3:29])[CH2:22]2)[C@H:13]([CH3:32])[C@@H:12]([O:33][C@@H:34]2[O:39][C@H:38]([CH3:40])[CH2:37][C@H:36]([N:41]([CH3:43])[CH3:42])[C@H:35]2[OH:44])[C@@:11]([OH:46])([CH3:45])[CH2:10][C@@H:9]([CH3:47])[C:7](=[O:8])[C@H:6]([CH3:48])[C@@H:5]([OH:49])[C@@:4]1([OH:51])[CH3:50].C(S)#N.ClCCl.C(OCCCC)(=O)C>C(OCC)(=O)C>[CH3:1][CH2:2][C@H:3]1[O:18][C:16](=[O:17])[C@H:15]([CH3:19])[C@@H:14]([O:20][C@@H:21]2[O:26][C@@H:25]([CH3:27])[C@H:24]([OH:28])[C@@:23]([O:30][CH3:31])([CH3:29])[CH2:22]2)[C@H:13]([CH3:32])[C@@H:12]([O:33][C@@H:34]2[O:39][C@H:38]([CH3:40])[CH2:37][C@H:36]([N:41]([CH3:42])[CH3:43])[C@H:35]2[OH:44])[C@@:11]([OH:46])([CH3:45])[CH2:10][C@@H:9]([CH3:47])[C:7](=[O:8])[C@H:6]([CH3:48])[C@@H:5]([OH:49])[C@@:4]1([OH:51])[CH3:50] |f:0.1|. Procedure details: A mixture of erythromycin thiocyanate and other impurities (100 g) was added into dichloromethane (300 mL). Butyl acetate (or ethyl acetate) (50 mL) was added, stirred under heat to 34° C. and adjusted to pH 12 until the solution became clear. The upper aqueous phase was separated and removed to obtain a dichloromethane solution with about 15% of erythromycin A. The dichloromethane solution was cooled to 23° C., kept for 2 hours and then cooled to −5° C. in 16 hours. The crystals formed were fil... Reactants: O=C([O-])[O-], CN(C)C=O, Cc1sc(N2CCOCC2)nc1CCl, [K+], [K+], COc1cc(C=O)ccc1O, O. Yields the product COc1cc(C=O)ccc1OCc1nc(N2CCOCC2)sc1C. As a reaction SMILES: [C:26](=[O:27])([O-:28])[O-:29].[CH3:32][N:33]([CH3:34])[CH:35]=[O:36].[Cl:1][CH2:2][c:3]1[n:4][c:5]([N:9]2[CH2:10][CH2:11][O:12][CH2:13][CH2:14]2)[s:6][c:7]1[CH3:8].[K+:30].[K+:31].[O:15]=[CH:16][c:17]1[cH:18][c:19]([O:20][CH3:21])[c:22]([OH:23])[cH:24][cH:25]1.[OH2:37]>>[CH2:2]([c:3]1[n:4][c:5]([N:9]2[CH2:10][CH2:11][O:12][CH2:13][CH2:14]2)[s:6][c:7]1[CH3:8])[O:23][c:22]1[c:19]([O:20][CH3:21])[cH:18][c:17]([CH:16]=[O:15])[cH:25][cH:24]1.